The task is: describe an organic reaction: reactants, conditions, products, and yield. This data is from the Open Reaction Database (ORD), a public repository of structured organic reaction records. Run at time 3 hour. Run in CC#N (CH3CN). Reaction SMILES: [CH3:1][Si:2]([CH3:49])([CH3:48])[CH2:3][CH2:4][O:5][CH2:6][N:7]([CH2:40][O:41][CH2:42][CH2:43][Si:44]([CH3:47])([CH3:46])[CH3:45])[C:8]1[N:13]2[N:14]=[CH:15][C:16]([C:17]3[CH:18]=[N:19][C:20]4[C:25]([CH:26]=3)=[CH:24][CH:23]=[CH:22][CH:21]=4)=[C:12]2[N:11]=[C:10]([CH:27]2[CH2:32][CH2:31][CH2:30][N:29]([C:33]([O:35][C:36]([CH3:39])([CH3:38])[CH3:37])=[O:34])[CH2:28]2)[CH:9]=1.C1C(=O)N([Br:57])C(=O)C1>CC#N>[CH3:47][Si:44]([CH3:46])([CH3:45])[CH2:43][CH2:42][O:41][CH2:40][N:7]([CH2:6][O:5][CH2:4][CH2:3][Si:2]([CH3:1])([CH3:48])[CH3:49])[C:8]1[N:13]2[N:14]=[CH:15][C:16]([C:17]3[CH:18]=[N:19][C:20]4[C:25]([CH:26]=3)=[CH:24][CH:23]=[CH:22][CH:21]=4)=[C:12]2[N:11]=[C:10]([CH:27]2[CH2:32][CH2:31][CH2:30][N:29]([C:33]([O:35][C:36]([CH3:39])([CH3:38])[CH3:37])=[O:34])[CH2:28]2)[C:9]=1[Br:57]. The product is C[Si](CCOCN(C1=C(C(=NC=2N1N=CC2C=2C=NC1=CC=CC=C1C2)C2CN(CCC2)C(=O)OC(C)(C)C)Br)COCC[Si](C)(C)C)(C)C (tert-butyl 3-(7-(bis((2-(trimethylsilyl)ethoxy)methyl)amino)-6-bromo-3-(quinolin-3-yl)pyrazolo[1,5-a]pyrimidin-5-yl)piperidine-1-carboxylate). Reactants: C[Si](CCOCN(C1=CC(=NC=2N1N=CC2C=2C=NC1=CC=CC=C1C2)C2CN(CCC2)C(=O)OC(C)(C)C)COCC[Si](C)(C)C)(C)C (tert-butyl 3-(7-(bis((2-(trimethylsilyl)ethoxy)methyl)amino)-3-(quinolin-3-yl)pyrazolo[1,5-a]pyrimidin-5-yl)piperidine-1-carboxylate), C1CC(=O)N(C1=O)Br (NBS). Procedure details: To a solution of tert-butyl 3-(7-(bis((2-(trimethylsilyl)ethoxy)methyl)amino)-3-(quinolin-3-yl)pyrazolo[1,5-a]pyrimidin-5-yl)piperidine-1-carboxylate (350 mg, 0.50 mmol) in CH3CN (5.0 mL) was added NBS (90 mg, 0.50 mmol). The mixture was stirred at it for 3 h and concentrated in vacuo. The residue was purified by Biotage (CH2Cl2/EtOAc, 100:1 to 10:1) to give the title compound as light yellow solid. LC/MS RT=2.49 min. Mass calculated for, M+H 768.29, observed 389.17. Starting materials: (S,S)-ethylene-1,2, bis(η5 -4,5,6,7-tetrahydro-1-indenyl)titanium (S)-1,1'-binaphth-2,2'-diolate, C1(=CC=CC=C1)[SiH3] (Phenylsilane), COC1=CC=C2CCC(=CC2=C1)C (7-methoxy-2-methyl-3,4-dihydronaphthalene), C(CCC)[Li] (n-butyllithium), [H][H] (hydrogen). Solvent: C1CCOC1 (THF). Conditions: temperature 0 celsius, time 10 minute. Product: COC1=CC=C2CCC(CC2=C1)C (7-methoxy-2-methyl-1,2,3,4-tetrahydronaphthalene). Isolated yield 73.7%. As a reaction SMILES: C([Li])CCC.C1([SiH3])C=CC=CC=1.[CH3:13][O:14][C:15]1[CH:24]=[C:23]2[C:18]([CH2:19][CH2:20][C:21]([CH3:25])=[CH:22]2)=[CH:17][CH:16]=1.[H][H]>C1COCC1>[CH3:13][O:14][C:15]1[CH:24]=[C:23]2[C:18]([CH2:19][CH2:20][CH:21]([CH3:25])[CH2:22]2)=[CH:17][CH:16]=1. Procedure details: In a dry sealable Schlenk flask under an argon atmosphere 0.0254 g (0.043 mmol) (S,S)-ethylene-1,2,-bis(η5 -4,5,6,7-tetrahydro-1-indenyl)titanium (S)-1,1'-binaphth-2,2'-diolate was dissolved in THF (5 mL). The vessel was degassed by exposure to vacuum (2 x ~10 sec), put under an atmosphere of hydrogen and subsequently cooled to 0° C. in an ice water bath. After equilibration, a solution of n-butyllithium (0.052 mL, 1.58M in hexanes, 0.083 mmol, 1.91 equiv) was added and the mixture was allowed t... Reactants: ClC1=NC=CC2=CC(=CC=C12)OC (1-chloro-6-methoxyisoquinoline), COC=1C=C(C=O)C=CC1 (3-methoxybenzaldehyde), ClC1=NC=CC2=CC(=C(C=C12)C)OC (1-chloro-6-methoxy-7-methyl-isoquinoline). The product is ClC1=NC=CC2=CC(=CC=C12)OC (1-chloro-6-methoxyisoquinoline), ClC1=NC=CC2=CC(=CC=C12)O (1-chloro-6-hydroxyisoquinoline). As a reaction SMILES: COC1C=C(C=CC=1)C=O.[Cl:11][C:12]1[C:21]2[C:16](=[CH:17][C:18]([O:23][CH3:24])=[C:19](C)[CH:20]=2)[CH:15]=[CH:14][N:13]=1.[Cl:25][C:26]1[C:35]2[C:30](=[CH:31][C:32]([O:36]C)=[CH:33][CH:34]=2)[CH:29]=[CH:28][N:27]=1>>[Cl:11][C:12]1[C:21]2[C:16](=[CH:17][C:18]([O:23][CH3:24])=[CH:19][CH:20]=2)[CH:15]=[CH:14][N:13]=1.[Cl:25][C:26]1[C:35]2[C:30](=[CH:31][C:32]([OH:36])=[CH:33][CH:34]=2)[CH:29]=[CH:28][N:27]=1. Procedure details: The 1-chloro-6-methoxyisoquinoline was prepared as described in WO 00/24718 (Akzo Nobel N.V.). Alternatively it can be prepared from 3-methoxybenzaldehyde using the same procedure as in Example 15A (for the synthesis of 1-chloro-6-methoxy-7-methyl-isoquinoline). The 1-chloro-6-methoxyisoquinoline is demethylated according to the procedure described in WO 00/24718 to afford 1-chloro-6-hydroxyisoquinoline. A suspension of 1-chloro-6-hydroxyisoquinoline (0.18 g, 1 mmol), 3-methanesulfonyloxy-piperi...